From a dataset of the Open Reaction Database (ORD), a public repository of structured organic reaction records. describe an organic reaction: reactants, conditions, products, and yield Reactants: ClC1=C(C=C2C(C(=CN(C2=C1C#N)C1CC1)C(=O)O)=O)F (7-chloro-8-cyano-1-cyclopropyl-6-fluoro-4-oxo-1,4-dihydroquinoline-3-carboxylic acid), C[C@@H]1N[C@@H](CNC1)C (cis-2,6-dimethylpiperazine). Solvent: C(C)#N (acetonitrile). Yields the product Cl.C(#N)C=1C(=C(C=C2C(C(=CN(C12)C1CC1)C(=O)O)=O)F)N1CC(NC(C1)C)C (8-Cyano-1-cyclopropyl-7-[(3RS,5SR)-3,5-dimethylpiperazin-1-yl]-6-fluoro-4-oxo-1,4-dihydroquinoline-3-carboxylic acid-hydrochloride). The yield is 22.9%. Reaction SMILES: [Cl:1][C:2]1[C:11]([C:12]#[N:13])=[C:10]2[C:5]([C:6](=[O:20])[C:7]([C:17]([OH:19])=[O:18])=[CH:8][N:9]2[CH:14]2[CH2:16][CH2:15]2)=[CH:4][C:3]=1[F:21].[CH3:22][C@H:23]1[CH2:28][NH:27][CH2:26][C@@H:25]([CH3:29])[NH:24]1>C(#N)C>[ClH:1].[C:12]([C:11]1[C:2]([N:27]2[CH2:26][CH:25]([CH3:29])[NH:24][CH:23]([CH3:22])[CH2:28]2)=[C:3]([F:21])[CH:4]=[C:5]2[C:10]=1[N:9]([CH:14]1[CH2:16][CH2:15]1)[CH:8]=[C:7]([C:17]([OH:19])=[O:18])[C:6]2=[O:20])#[N:13] |f:3.4|. Procedure: A solution of 500.0 mg (1.63 mmol) of 7-chloro-8-cyano-1-cyclopropyl-6-fluoro-4-oxo-1,4-dihydroquinoline-3-carboxylic acid (for preparation see: DE 19854357) and 446.8 mg (3.91 mmol) of cis-2,6-dimethylpiperazine in 50 ml of acetonitrile is stirred over night at 50° C. The solvent is removed completely on a rotary evaporator, the residue is taken up in 50 ml of water and the pH is adjusted to pH 11 with a 1N sodium hydroxide solution (the residue dissolves). The solution is then adjusted to pH 7... Reactants: O (water), ClC1=C(C=C(C(=C1)F)C1=NC=C(C=C1F)C(F)(F)F)O (2-Chloro-4-fluoro-5-(3-fluoro-5-trifluoromethylpyridin-2-yl)phenol), C(C#C)Br (propargyl bromide), C([O-])([O-])=O.[K+].[K+] (potassium carbonate). The solvent is CN(C)C=O (DMF). Run at temperature 67.5 celsius, time 2 hour. Product: C(C#C)OC1=C(C=C(C(=C1)C1=NC=C(C=C1F)C(F)(F)F)F)Cl (2-Chloro-4-fluoro-5-(3-fluoro-5-trifluoromethylpyridin-2-yl)phenyl Propargyl Ether). Reaction SMILES: [Cl:1][C:2]1[CH:7]=[C:6]([F:8])[C:5]([C:9]2[C:14]([F:15])=[CH:13][C:12]([C:16]([F:19])([F:18])[F:17])=[CH:11][N:10]=2)=[CH:4][C:3]=1[OH:20].[CH2:21](Br)[C:22]#[CH:23].C(=O)([O-])[O-].[K+].[K+].O>CN(C=O)C>[CH2:23]([O:20][C:3]1[CH:4]=[C:5]([C:9]2[C:14]([F:15])=[CH:13][C:12]([C:16]([F:19])([F:18])[F:17])=[CH:11][N:10]=2)[C:6]([F:8])=[CH:7][C:2]=1[Cl:1])[C:22]#[CH:21] |f:2.3.4|. Procedure: A mixture of 0.25 g (0.808 mmol) of the compound of Example 7, 0.12 g (0.97 mmol) of propargyl bromide and 0.22 g (1.62 mmol) of potassium carbonate powder in 10 ml of DMF was stirred for 2 h at 65-70° C. After cooling, 50 ml of water were added and the mixture was extracted 3 times with methyl tert-butyl ether, and the extracts were dried and concentrated, affording 0.28 g (100% of theory) of the title compound of mp. 68-70° C.